This data is from the Open Reaction Database (ORD), a public repository of structured organic reaction records. The task is: describe an organic reaction: reactants, conditions, products, and yield Yields the product N1=CN=C(C2=C1NC=C2)N2C[C@@H](CC2)N(C(=O)NC2=CC(=CC=C2)C#N)C ((R)-1-(1-(7H-pyrrolo[2,3-d]pyrimidin-4-yl)pyrrolidin-3-yl)-3-(3-cyanophenyl)-1-methylurea). Procedure: A solution of (R)—N-methyl-1-(7H-pyrrolo[2,3-d]pyrimidin-4-yl)pyrrolidin-3-amine (50 mg, 0.230 mmol) and 3-isocyanatobenzonitrile (37 mg, 0.257 mmol) in 1,4-dioxane (1 mL) was refluxed overnight. The volatiles were removed under vacuum and the residue was purified by flash chromatography to give the title compound. MS (m/z): 362 (M+H)+. Solvent: O1CCOCC1 (1,4-dioxane). As a reaction SMILES: [CH3:1][NH:2][C@@H:3]1[CH2:7][CH2:6][N:5]([C:8]2[C:9]3[CH:16]=[CH:15][NH:14][C:10]=3[N:11]=[CH:12][N:13]=2)[CH2:4]1.[N:17]([C:20]1[CH:21]=[C:22]([CH:25]=[CH:26][CH:27]=1)[C:23]#[N:24])=[C:18]=[O:19]>O1CCOCC1>[N:11]1[C:10]2[NH:14][CH:15]=[CH:16][C:9]=2[C:8]([N:5]2[CH2:6][CH2:7][C@@H:3]([N:2]([CH3:1])[C:18]([NH:17][C:20]3[CH:27]=[CH:26][CH:25]=[C:22]([C:23]#[N:24])[CH:21]=3)=[O:19])[CH2:4]2)=[N:13][CH:12]=1. The reactants are CN[C@H]1CN(CC1)C=1C2=C(N=CN1)NC=C2 ((R)—N-methyl-1-(7H-pyrrolo[2,3-d]pyrimidin-4-yl)pyrrolidin-3-amine), N(=C=O)C=1C=C(C#N)C=CC1 (3-isocyanatobenzonitrile). Starting materials: COC=1C=C(C=CC1)C1=NN2C(C3=CC=CC=C3CC2)=C1 (2-(m-methoxyphenyl)-5,6-dihydro-pyrazolo[5,1-a]isoquinoline). Reagents/catalysts: O=[Mn]=O (MnO2). The solvent is C1=CC=CC=C1 (benzene). Product: COC=1C=C(C=CC1)C1=NN2C(C3=CC=CC=C3C=C2)=C1 (2-(m-Methoxyphenyl)pyrazolo[5,1-a]isoquinoline). RXN SMILES: [CH3:1][O:2][C:3]1[CH:4]=[C:5]([C:9]2[CH:21]=[C:12]3[C:13]4[C:18]([CH2:19][CH2:20][N:11]3[N:10]=2)=[CH:17][CH:16]=[CH:15][CH:14]=4)[CH:6]=[CH:7][CH:8]=1>O=[Mn]=O.C1C=CC=CC=1>[CH3:1][O:2][C:3]1[CH:4]=[C:5]([C:9]2[CH:21]=[C:12]3[C:13]4[C:18]([CH:19]=[CH:20][N:11]3[N:10]=2)=[CH:17][CH:16]=[CH:15][CH:14]=4)[CH:6]=[CH:7][CH:8]=1. Procedure: To a solution of 2.5 g. of 2-(m-methoxyphenyl)-5,6-dihydro-pyrazolo[5,1-a]isoquinoline in 100 ml. of benzene is gradually added with stirring 30 g. of MnO2 prepared as described by E. Pratt et al., J. Org. Chem. 26, 2973 (1961) and activated according to the procedure of J. M. Goldman, J. Org. Chem. 34, 1979 (1969). The obtained mixture is refluxed with stirring for five days, then filtered. The filtrate after evaporation and crystallization of the solid residue from isopropyl ether gives 1 g. o...